This data is from the Open Reaction Database (ORD), a public repository of structured organic reaction records. The task is: describe an organic reaction: reactants, conditions, products, and yield Starting materials: Cl.COC(CN)=O (glycine methyl ester hydrochloride), [OH-].[Na+] (sodium hydroxide), COC(CCC)=N (butanimidic acid methyl ester). Solvent: CO (methanol). Run at time 15 minute. Yields the product C(CC)C1=NCC(N1)=O (2-n-propyl-3,5-dihydroimidazol-4-one). RXN SMILES: Cl.C[O:3][C:4](=O)[CH2:5][NH2:6].[OH-].[Na+].CO[C:12](=[NH:16])[CH2:13][CH2:14][CH3:15]>CO>[CH2:13]([C:12]1[NH:16][C:4](=[O:3])[CH2:5][N:6]=1)[CH2:14][CH3:15] |f:0.1,2.3|. Procedure details: 17.39 g (138 mmol) of glycine methyl ester hydrochloride was added to a solution of sodium hydroxide (5.56 g, 139 mmol) in methanol (55 ml) at 0° C. After 15 minutes, 14.50 g (content 96.3 percent, 138 mmol) of butanimidic acid methyl ester was instilled in the white suspension for 8 minutes. The mixture was stirred for 3 hours at room temperature and then concentrated by evaporation on a Rotavapor. The residue was mixed with CH2Cl2 (250 ml) and the resultant suspension was filtered. The filtrat... The reactants are C1C2C1CC=1C=CC=C(C21)OC=2N=NC(=CC2O)Cl (3-(1,1a,6,6a-Tetrahydrocyclopropa[a]inden-2-yloxy)-6-chloro-4-pyridazinol), [OH-].[Na+] (sodium hydroxide), ice. Solvent: CS(=O)C (dimethylsulfoxide). Run at time 4 hour. The product is C1C2C1CC=1C(=CC=CC21)OC=2N=NC(=CC2O)Cl (3-(1,1a,6,6a-tetrahydrocyclopropa[a]inden-5-yloxy)-6-chloro-4-pyridazinol). Isolated yield 43.9%. RXN SMILES: [CH2:1]1[CH:3]2[CH2:4][C:5]3[CH:6]=[CH:7][CH:8]=[C:9]([O:11][C:12]4[N:13]=[N:14][C:15]([Cl:19])=[CH:16][C:17]=4[OH:18])[C:10]=3[CH:2]12.[OH-].[Na+]>CS(C)=O>[CH2:1]1[CH:3]2[CH2:2][C:10]3[C:9]([O:11][C:12]4[N:13]=[N:14][C:15]([Cl:19])=[CH:16][C:17]=4[OH:18])=[CH:8][CH:7]=[CH:6][C:5]=3[CH:4]12 |f:1.2|. Reported procedure: In dimethylsulfoxide (3 mL) was dissolved 32.6 mg (0.111 mmol) of 3-(1,1a,6,6a-tetrahydrocyclopropa[a]inden-5-yloxy)-4,6-dichloropyridazine obtained in Example 14 (8), and 0.1 mL (0.2 mmol) of 2 mol/L aqueous sodium hydroxide solution was added to the solution and the resulting mixture was stirred at room temperature for 4 hours. The reaction mixture was poured into ice-cold 1 mol/L aqueous sodium hydroxide solution, and washed with ethyl acetate. The aqueous layer was separated, conc. hydrochlo... Reactants: C(C)OC(=O)C1=C(N(C2=CC=C(C=C12)O)C1=CC=C(C=C1)OC(F)(F)F)CC(=O)OCC (2-Ethoxycarbonylmethyl-5-hydroxy-1-(4-trifluoromethoxyphenyl)indole-3-carboxylic acid ethyl ester), ClC=1C=C(C=C(C1)Cl)B(O)O (3,5-dichlorobenzeneboronic acid). Yields the product C(C)OC(=O)C1=C(N(C2=CC=C(C=C12)OC1=CC(=CC(=C1)Cl)Cl)C1=CC=C(C=C1)OC(F)(F)F)CC(=O)OCC (2-Ethoxycarbonylmethyl-5-(3,5-dichlorophenoxy)-1-(4-trifluoromethoxyphenyl)indole-3-carboxylic acid ethyl ester). Reaction SMILES: [CH2:1]([O:3][C:4]([C:6]1[C:14]2[C:9](=[CH:10][CH:11]=[C:12]([OH:15])[CH:13]=2)[N:8]([C:16]2[CH:21]=[CH:20][C:19]([O:22][C:23]([F:26])([F:25])[F:24])=[CH:18][CH:17]=2)[C:7]=1[CH2:27][C:28]([O:30][CH2:31][CH3:32])=[O:29])=[O:5])[CH3:2].[Cl:33][C:34]1[CH:35]=[C:36](B(O)O)[CH:37]=[C:38]([Cl:40])[CH:39]=1>>[CH2:1]([O:3][C:4]([C:6]1[C:14]2[C:9](=[CH:10][CH:11]=[C:12]([O:15][C:36]3[CH:35]=[C:34]([Cl:33])[CH:39]=[C:38]([Cl:40])[CH:37]=3)[CH:13]=2)[N:8]([C:16]2[CH:17]=[CH:18][C:19]([O:22][C:23]([F:26])([F:24])[F:25])=[CH:20][CH:21]=2)[C:7]=1[CH2:27][C:28]([O:30][CH2:31][CH3:32])=[O:29])=[O:5])[CH3:2]. Reported procedure: The sub-title compound was prepared in accordance with step (c) Example 1 from 2-ethoxycarbonylmethyl-5-hydroxy-1-(4-trifluoromethoxyphenyl)indole-3-carboxylic acid ethyl ester (160 mg, 0.36 mmol, see step (b) Example 9) and 3,5-dichlorobenzeneboronic acid (140 mg, 0.72 mmol). Yield 100 mg (45%). Starting materials: COc1ccccc1COCCCOc1ccc(C2CCN(C(=O)OC(C)(C)C)CC2OCc2ccc3c(c2)NCCC3)cc1, CC(=O)NCCCl, CC#N, [I-], [K+], [Na+], [Na+], O=C([O-])[O-]. The product is COc1ccccc1COCCCOc1ccc(C2CCN(C(=O)OC(C)(C)C)CC2OCc2ccc3c(c2)N(CCNC(C)=O)CCC3)cc1. RXN SMILES: [C:1]([CH3:2])([CH3:3])([CH3:4])[O:5][C:6](=[O:7])[N:8]1[CH2:9][CH:10]([O:34][CH2:35][c:36]2[cH:37][cH:38][c:39]3[c:44]([cH:45]2)[NH:43][CH2:42][CH2:41][CH2:40]3)[CH:11]([c:14]2[cH:15][cH:16][c:17]([O:20][CH2:21][CH2:22][CH2:23][O:24][CH2:25][c:26]3[c:27]([O:32][CH3:33])[cH:28][cH:29][cH:30][cH:31]3)[cH:18][cH:19]2)[CH2:12][CH2:13]1.[C:46]([CH3:47])(=[O:48])[NH:49][CH2:50][CH2:51][Cl:52].[CH3:61][C:62]#[N:63].[I-:60].[K+:59].[Na+:53].[Na+:54].[O-:55][C:56](=[O:57])[O-:58]>>[C:1]([CH3:2])([CH3:3])([CH3:4])[O:5][C:6](=[O:7])[N:8]1[CH2:9][CH:10]([O:34][CH2:35][c:36]2[cH:37][cH:38][c:39]3[c:44]([cH:45]2)[N:43]([CH2:51][CH2:50][NH:49][C:46]([CH3:47])=[O:48])[CH2:42][CH2:41][CH2:40]3)[CH:11]([c:14]2[cH:15][cH:16][c:17]([O:20][CH2:21][CH2:22][CH2:23][O:24][CH2:25][c:26]3[c:27]([O:32][CH3:33])[cH:28][cH:29][cH:30][cH:31]3)[cH:18][cH:19]2)[CH2:12][CH2:13]1. Reactants: NCC(=O)[C@H]1[C@@](O[C@@H]([C@H]([C@@H]1O)O)CO)(N(C(CCCCCCCCCCC)=O)CCCCCCCCCCCCCC)N (N-(2-glycyl-amino-2-deoxy-β-D-glucopyranosyl)-N-tetradecyl-dodecanamide), C(=O)(OCC1=CC=CC=C1)N[C@@H](C)C(=O)N[C@@H](C)C(=O)O (N-carbobenzoxy-L-alanyl-L-alanine). Solvent: O1CCCC1 (tetrahydrofuran). Yields the product C(=O)(OCC1=CC=CC=C1)N[C@@H](C)C(=O)N[C@@H](C)C(=O)NCC(=O)[C@H]1[C@@](O[C@@H]([C@H]([C@@H]1O)O)CO)(N(C(CCCCCCCCCCC)=O)CCCCCCCCCCCCCC)N (N-[2-(N-Carbobenzoxy-L-alanyl-L-alanyl-glycyl)-amino-2-deoxy-β-D-glucopyranosyl]-N-tetradecyl-dodecanamide). The yield is 70.0%. As a reaction SMILES: [NH2:1][CH2:2][C:3]([C@@H:5]1[C@@H:10]([OH:11])[C@H:9]([OH:12])[C@@H:8]([CH2:13][OH:14])[O:7][C@@:6]1([NH2:43])[N:15]([CH2:29][CH2:30][CH2:31][CH2:32][CH2:33][CH2:34][CH2:35][CH2:36][CH2:37][CH2:38][CH2:39][CH2:40][CH2:41][CH3:42])[C:16](=[O:28])[CH2:17][CH2:18][CH2:19][CH2:20][CH2:21][CH2:22][CH2:23][CH2:24][CH2:25][CH2:26][CH3:27])=[O:4].[C:44]([NH:54][C@H:55]([C:57]([NH:59][C@H:60]([C:62](O)=[O:63])[CH3:61])=[O:58])[CH3:56])([O:46][CH2:47][C:48]1[CH:53]=[CH:52][CH:51]=[CH:50][CH:49]=1)=[O:45]>O1CCCC1>[C:44]([NH:54][C@H:55]([C:57]([NH:59][C@H:60]([C:62]([NH:1][CH2:2][C:3]([C@@H:5]1[C@@H:10]([OH:11])[C@H:9]([OH:12])[C@@H:8]([CH2:13][OH:14])[O:7][C@@:6]1([NH2:43])[N:15]([CH2:29][CH2:30][CH2:31][CH2:32][CH2:33][CH2:34][CH2:35][CH2:36][CH2:37][CH2:38][CH2:39][CH2:40][CH2:41][CH3:42])[C:16](=[O:28])[CH2:17][CH2:18][CH2:19][CH2:20][CH2:21][CH2:22][CH2:23][CH2:24][CH2:25][CH2:26][CH3:27])=[O:4])=[O:63])[CH3:61])=[O:58])[CH3:56])([O:46][CH2:47][C:48]1[CH:53]=[CH:52][CH:51]=[CH:50][CH:49]=1)=[O:45]. Procedure: from N-(2-glycyl-amino-2-deoxy-β-D-glucopyranosyl)-N-tetradecyl-dodecanamide and N-carbobenzoxy-L-alanyl-L-alanine. Yield 70%. [α]D =+10.3° (c=0.92, tetrahydrofuran). m.p. 99-100°.